Dataset: the Open Reaction Database (ORD), a public repository of structured organic reaction records. Task: describe an organic reaction: reactants, conditions, products, and yield The reactants are ClC1=CC2=C(C3=NC(=CN3CCO2)C2=NC(=NN2C(C)C)CO)C=N1 ([5-(8-Chloro-4,5-dihydro-6-oxa-1,3a,9-triaza-benzo[e]azulen-2-yl)-1-isopropyl-1H-[1,2,4]triazol-3-yl]-methanol), Cl.FC1(CNC1)F (3,3-difluoroazetidine-HCl). Product: FC1(CN(C1)C1=CC2=C(C=3N(CCO2)C=C(N3)C3=NC(=NN3C(C)C)CO)C=N1)F ((5-(9-(3,3-difluoroazetidin-1-yl)-5,6-dihydroimidazo[1,2-d]pyrido[3,4-f][1,4]oxazepin-2-yl)-1-isopropyl-1H-1,2,4-triazol-3-yl)methanol). As a reaction SMILES: Cl[C:2]1[N:25]=[CH:24][C:5]2[C:6]3[N:10]([CH2:11][CH2:12][O:13][C:4]=2[CH:3]=1)[CH:9]=[C:8]([C:14]1[N:18]([CH:19]([CH3:21])[CH3:20])[N:17]=[C:16]([CH2:22][OH:23])[N:15]=1)[N:7]=3.Cl.[F:27][C:28]1([F:32])[CH2:31][NH:30][CH2:29]1>>[F:27][C:28]1([F:32])[CH2:31][N:30]([C:2]2[N:25]=[CH:24][C:5]3[C:6]4[N:10]([CH:9]=[C:8]([C:14]5[N:18]([CH:19]([CH3:21])[CH3:20])[N:17]=[C:16]([CH2:22][OH:23])[N:15]=5)[N:7]=4)[CH2:11][CH2:12][O:13][C:4]=3[CH:3]=2)[CH2:29]1 |f:1.2|. Procedure: [5-(8-Chloro-4,5-dihydro-6-oxa-1,3a,9-triaza-benzo[e]azulen-2-yl)-1-isopropyl-1H-[1,2,4]triazol-3-yl]-methanol was reacted with 3,3-difluoroazetidine-HCl to give 417 (23 mg) as a colorless solid. LCMS: 418.1. 1H NMR (400 MHz, DMSO) δ 9.14 (s, 1H), 7.85 (s, 1H), 6.16 (s, 1H), 5.87 (dt, J=13.2, 6.6 Hz, 1H), 5.18 (t, J=6.0 Hz, 1H), 4.60-4.47 (m, 4H), 4.41 (overlapping m, 6H), 1.47 (d, J=6.6 Hz, 6H) Starting materials: [N+](=O)([O-])[O-].[Na+] (sodium nitrate), cuprous chloride, Cl (HCl), CN1C[C@@H]2N(C[C@H](C3=CC=CC=C23)C2=CC=C(C=C2)N)CC1 (cis-1,3,4,6,7,11b-hexahydro-2-methyl-7-(4-aminophenyl)-2H-pyrazino[2,1-a]isoquinoline), Cl (HCl). The solvent is O (water). Reaction conditions: time 15 minute. Product: Cl.Cl.CN1C[C@@H]2N(C[C@H](C3=CC=CC=C23)C2=CC=C(C=C2)Cl)CC1 (cis-1,3,4,6,7,11b-hexahydro-2-methyl-7-(4-chlorophenyl)-2H-pyrazino[2,1-a]isoquinoline dihydrochloride). RXN SMILES: [CH3:1][N:2]1[CH2:22][CH2:21][N:5]2[CH2:6][C@@H:7]([C:14]3[CH:19]=[CH:18][C:17](N)=[CH:16][CH:15]=3)[C:8]3[C:13]([C@@H:4]2[CH2:3]1)=[CH:12][CH:11]=[CH:10][CH:9]=3.[N+]([O-])([O-])=O.[Na+].[ClH:28]>O>[ClH:28].[ClH:28].[CH3:1][N:2]1[CH2:22][CH2:21][N:5]2[CH2:6][C@@H:7]([C:14]3[CH:19]=[CH:18][C:17]([Cl:28])=[CH:16][CH:15]=3)[C:8]3[C:13]([C@@H:4]2[CH2:3]1)=[CH:12][CH:11]=[CH:10][CH:9]=3 |f:1.2,5.6.7|. Procedure details: To a stirred solution of cis-1,3,4,6,7,11b-hexahydro-2-methyl-7-(4-aminophenyl)-2H-pyrazino[2,1-a]isoquinoline (6.0 g, 0.0205 m) in conc HCl (40 ml) maintained under nitrogen at 0° was added dropwise a solution of sodium nitrate (1.55 g, 0.0225 m) in water (10 ml) over a period of 30 minutes. The mixture was stirred an additional 15 minutes, then added dropwise to a solution of cuprous chloride (4.0 g, 0.04 m) in conc HCl (20 ml) maintained at 0°. After the addition was complete, the ice bath wa... Starting materials: C(C)OC(C1=CC(=CC=C1)NC(=O)NC1=NC2=CC=CC=C2C(N1C1=CC(=CC=C1)OC(C)C)=O)=O (3-{3-[3-(3-Isopropoxy-phenyl)-4-oxo-3,4-dihydro-quinazolin-2-yl]-ureido}-benzoic acid ethyl ester), [Li+].[OH-] (LiOH), Cl (HCl). The solvent is O1CCOCC1 (1,4-dioxane). Reaction conditions: time 8 hour. Yields the product C(C)(C)OC=1C=C(C=CC1)N1C(=NC2=CC=CC=C2C1=O)NC(NC=1C=C(C(=O)O)C=CC1)=O (3-{3-[3-(3-Isopropoxy-phenyl)-4-oxo-3,4-dihydroquinazolin-2-yl]-ureido}-benzoic acid). Yield: 79.8%. RXN SMILES: C([O:3][C:4](=[O:36])[C:5]1[CH:10]=[CH:9][CH:8]=[C:7]([NH:11][C:12]([NH:14][C:15]2[N:24]([C:25]3[CH:30]=[CH:29][CH:28]=[C:27]([O:31][CH:32]([CH3:34])[CH3:33])[CH:26]=3)[C:23](=[O:35])[C:22]3[C:17](=[CH:18][CH:19]=[CH:20][CH:21]=3)[N:16]=2)=[O:13])[CH:6]=1)C.[Li+].[OH-].Cl>O1CCOCC1>[CH:32]([O:31][C:27]1[CH:26]=[C:25]([N:24]2[C:23](=[O:35])[C:22]3[C:17](=[CH:18][CH:19]=[CH:20][CH:21]=3)[N:16]=[C:15]2[NH:14][C:12](=[O:13])[NH:11][C:7]2[CH:6]=[C:5]([CH:10]=[CH:9][CH:8]=2)[C:4]([OH:36])=[O:3])[CH:30]=[CH:29][CH:28]=1)([CH3:34])[CH3:33] |f:1.2|. Procedure details: To a solution of 3-{3-[3-(3-Isopropoxy-phenyl)-4-oxo-3,4-dihydro-quinazolin-2-yl]-ureido}-benzoic acid ethyl ester (200 mg, 0.41 mmol) in 1,4-dioxane (10 mL) was added 1N LiOH (3 mL) and stirred overnight. The reaction mixture was acidified with 1N HCl and concentrated. It was then diluted with ethyl acetate and washed with water. The organic layer was dried over MgSO41 concentrated and chromatographed using ethyl acetate:hexane (1:1 v/v) to isolate pure product as a white solid (150 mg, 80.2%),... Starting materials: CCOC(=O)c1n[nH]cc1NC(=O)c1c(F)cccc1F, CO, [Na+], [OH-]. Product: O=C(O)c1n[nH]cc1NC(=O)c1c(F)cccc1F. Reaction SMILES: [CH2:1]([CH3:2])[O:3][C:4](=[O:5])[c:6]1[n:7][nH:8][cH:9][c:10]1[NH:11][C:12]([c:13]1[c:14]([F:20])[cH:15][cH:16][cH:17][c:18]1[F:19])=[O:21].[CH3:24][OH:25].[Na+:23].[OH-:22]>>[O:3]=[C:4]([OH:5])[c:6]1[n:7][nH:8][cH:9][c:10]1[NH:11][C:12]([c:13]1[c:14]([F:20])[cH:15][cH:16][cH:17][c:18]1[F:19])=[O:21]. Reactants: N#CC1CC(F)CN1C(=O)CBr, O=C([O-])[O-], CN(C)C=O, [K+], [K+], CCOC(=O)C12CCC(N)(CC1)C2. Yields the product CCOC(=O)C12CCC(NCC(=O)N3CC(F)CC3C#N)(CC1)C2. As a reaction SMILES: [Br:20][CH2:21][C:22](=[O:23])[N:24]1[CH:25]([C:30]#[N:31])[CH2:26][CH:27]([F:29])[CH2:28]1.[C:14](=[O:15])([O-:16])[O-:17].[CH3:32][N:33]([CH3:34])[CH:35]=[O:36].[K+:18].[K+:19].[NH2:1][C:2]12[CH2:3][CH2:4][C:5]([C:9](=[O:10])[O:11][CH2:12][CH3:13])([CH2:6][CH2:7]1)[CH2:8]2>>[NH:1]([C:2]12[CH2:3][CH2:4][C:5]([C:9](=[O:10])[O:11][CH2:12][CH3:13])([CH2:6][CH2:7]1)[CH2:8]2)[CH2:21][C:22](=[O:23])[N:24]1[CH:25]([C:30]#[N:31])[CH2:26][CH:27]([F:29])[CH2:28]1. Reactants: CCOC(=O)C(=O)Cl, Cl, CCOC(=O)C(C)CC(N)Cc1ccc(-c2cccc(Cl)c2)cc1, CN(C)C=O. The product is CCOC(=O)C(=O)NC(Cc1ccc(-c2cccc(Cl)c2)cc1)CC(C)C(=O)OCC. Reaction SMILES: [Cl:26][C:27]([C:28](=[O:29])[O:30][CH2:31][CH3:32])=[O:33].[ClH:1].[NH2:2][CH:3]([CH2:4][CH:5]([C:6](=[O:7])[O:8][CH2:9][CH3:10])[CH3:11])[CH2:12][c:13]1[cH:14][cH:15][c:16](-[c:19]2[cH:20][c:21]([Cl:25])[cH:22][cH:23][cH:24]2)[cH:17][cH:18]1.[O:34]=[CH:35][N:36]([CH3:37])[CH3:38]>>[NH:2]([CH:3]([CH2:4][CH:5]([C:6](=[O:7])[O:8][CH2:9][CH3:10])[CH3:11])[CH2:12][c:13]1[cH:14][cH:15][c:16](-[c:19]2[cH:20][c:21]([Cl:25])[cH:22][cH:23][cH:24]2)[cH:17][cH:18]1)[C:27]([C:28](=[O:29])[O:30][CH2:31][CH3:32])=[O:33]. Starting materials: CCOC(=O)C(=O)c1ccc2c(c1)CC(C(C)C)C2, CCO, [Na+], [OH-], O. The product is CC(C)C1Cc2ccc(C(=O)C(=O)O)cc2C1. RXN SMILES: [CH2:4]([CH3:5])[O:6][C:7]([C:8]([c:9]1[cH:10][c:11]2[c:15]([cH:16][cH:17]1)[CH2:14][CH:13]([CH:18]([CH3:19])[CH3:20])[CH2:12]2)=[O:21])=[O:22].[CH3:23][CH2:24][OH:25].[Na+:2].[OH-:1].[OH2:3]>>[O:6]=[C:7]([C:8]([c:9]1[cH:10][c:11]2[c:15]([cH:16][cH:17]1)[CH2:14][CH:13]([CH:18]([CH3:19])[CH3:20])[CH2:12]2)=[O:21])[OH:22].